Dataset: the Open Reaction Database (ORD), a public repository of structured organic reaction records. Task: describe an organic reaction: reactants, conditions, products, and yield Starting materials: ClC1=C2C(=NC=C1Cl)N(C=C2)S(=O)(=O)C2=CC=C(C)C=C2 (4,5-dichloro-1-tosyl-1H-pyrrolo[2,3-b]pyridine), C(C)(C)NC(C)C (diisopropylamine), C(CCC)[Li] (n-butyllithium), CCCCCC (hexane), C(C)(C)[N-]C(C)C.[Li+] (lithium diisopropylamide), II (iodine). The solvent is O1CCCC1 (tetrahydrofuran), O1CCCC1 (tetrahydrofuran), O1CCCC1 (tetrahydrofuran). Conditions: temperature -10 celsius, time 30 minute. The product is ClC1=C2C(=NC=C1Cl)N(C(=C2)I)S(=O)(=O)C2=CC=C(C)C=C2 (4,5-dichloro-2-iodo-1-tosyl-1H-pyrrolo[2,3-b]pyridine). As a reaction SMILES: C(NC(C)C)(C)C.C([Li])CCC.CCCCCC.[Cl:19][C:20]1[C:25]([Cl:26])=[CH:24][N:23]=[C:22]2[N:27]([S:30]([C:33]3[CH:39]=[CH:38][C:36]([CH3:37])=[CH:35][CH:34]=3)(=[O:32])=[O:31])[CH:28]=[CH:29][C:21]=12.C([N-]C(C)C)(C)C.[Li+].[I:48]I>O1CCCC1>[Cl:19][C:20]1[C:25]([Cl:26])=[CH:24][N:23]=[C:22]2[N:27]([S:30]([C:33]3[CH:39]=[CH:38][C:36]([CH3:37])=[CH:35][CH:34]=3)(=[O:32])=[O:31])[C:28]([I:48])=[CH:29][C:21]=12 |f:4.5|. Reported procedure: To a solution of diisopropylamine (4.85 mL, 34.1 mmol) in tetrahydrofuran (50 mL) at −10° C. under nitrogen was added dropwise 2.5M n-butyllithium in hexane (13.62 mL, 34.1 mmol) and the mixture was stirred at −10° C. for 30 minutes. A solution of Example 229A (8.3 g, 24.33 mmol) in tetrahydrofuran (220 mL) cooled to −78° C. was treated with the lithium diisopropylamide solution dropwise over 20 minutes and the mixture was stirred for 50 minutes at −78° C. A solution of iodine (8.64 g, 34.1 mmol... Reactants: BrCC(=O)O (Bromoacetic acid), SC=1C2=C(SC1C(=O)N)C=CC(=C2)OC (3-mercapto-5-methoxybenzo[b]thiophene-2-carboxamide), C(=O)(O)[O-].[Na+] (NaHCO3). The solvent is C(C)(=O)OCC (ethyl acetate), C1CCOC1 (THF). Conditions: time 4 hour. Yields the product NC(=O)C1=C(C2=C(S1)C=CC(=C2)OC)SCC(=O)O ([[2-(aminocarbonyl)-5-methoxybenzo[b]thien-3-yl]thio]acetic acid). The yield is 54.0%. As a reaction SMILES: Br[CH2:2][C:3]([OH:5])=[O:4].[SH:6][C:7]1[C:8]2[CH:18]=[C:17]([O:19][CH3:20])[CH:16]=[CH:15][C:9]=2[S:10][C:11]=1[C:12]([NH2:14])=[O:13].C([O-])(O)=O.[Na+]>C1COCC1.C(OCC)(=O)C>[NH2:14][C:12]([C:11]1[S:10][C:9]2[CH:15]=[CH:16][C:17]([O:19][CH3:20])=[CH:18][C:8]=2[C:7]=1[S:6][CH2:2][C:3]([OH:5])=[O:4])=[O:13] |f:2.3|. Procedure: Bromoacetic acid (72 mg, 0.52 mmol) is added to a room temperature solution of 3-mercapto-5-methoxybenzo[b]thiophene-2-carboxamide (50 mg, 0.21 mmol) in 3 mL of THF followed by NaHCO3 (219 mg, 2.60 mmol) and the reaction mixture is stirred at room temperature for 4 hours. The reaction mixture is diluted with ethyl acetate and washed with 1N HCl and brine. The organic layer is dried over MgSO4. Filtration followed by concentration in vacuo and recrystallization from ethyl acetate:hexane provides ... The reactants are Cl, O=C(O)C=Cc1cnc2c(c1)CCC(=O)N2, CNCc1ccc2[nH]ccc2c1. Yields the product CN(Cc1ccc2[nH]ccc2c1)C(=O)C=Cc1cnc2c(c1)CCC(=O)N2. As a reaction SMILES: [ClH:13].[O:14]=[C:15]1[CH2:16][CH2:17][c:18]2[cH:19][c:20]([CH:25]=[CH:26][C:27](=[O:28])[OH:29])[cH:21][n:22][c:23]2[NH:24]1.[nH:1]1[cH:2][cH:3][c:4]2[cH:5][c:6]([CH2:10][NH:11][CH3:12])[cH:7][cH:8][c:9]12>>[nH:1]1[cH:2][cH:3][c:4]2[cH:5][c:6]([CH2:10][N:11]([CH3:12])[C:27]([CH:26]=[CH:25][c:20]3[cH:19][c:18]4[c:23]([n:22][cH:21]3)[NH:24][C:15](=[O:14])[CH2:16][CH2:17]4)=[O:29])[cH:7][cH:8][c:9]12. Reactants: CC1=NC(=NO1)C=1C=C(C=CC1)C(=O)N1CCNCC1 ([3-(5-methyl-[1,2,4]oxadiazol-3-yl)phenyl]piperazin-1-ylmethanone), C(CC)C1=CC=C(C=C1)S(=O)(=O)Cl (4-propyl-phenylsulphonyl chloride). Product: C(CC)C1=CC=C(C=C1)S(=O)(=O)N1CCN(CC1)C(=O)C=1C=C(C(=N)N)C=CC1 (3-[4-(4-propylphenylsulphonyl)piperazine-1-carbonyl]benzamidine), C(C)(=O)[O-] (acetate). As a reaction SMILES: CC1O[N:5]=[C:4]([C:7]2[CH:8]=[C:9]([C:13]([N:15]3[CH2:20][CH2:19][NH:18][CH2:17][CH2:16]3)=[O:14])[CH:10]=[CH:11][CH:12]=2)[N:3]=1.[CH2:21]([C:24]1[CH:29]=[CH:28][C:27]([S:30](Cl)(=[O:32])=[O:31])=[CH:26][CH:25]=1)[CH2:22][CH3:23]>>[CH2:21]([C:24]1[CH:29]=[CH:28][C:27]([S:30]([N:18]2[CH2:17][CH2:16][N:15]([C:13]([C:9]3[CH:8]=[C:7]([CH:12]=[CH:11][CH:10]=3)[C:4]([NH2:3])=[NH:5])=[O:14])[CH2:20][CH2:19]2)(=[O:32])=[O:31])=[CH:26][CH:25]=1)[CH2:22][CH3:23].[C:13]([O-:14])(=[O:31])[CH3:9]. Procedure: Similarly, reaction of [3-(5-methyl-[1,2,4]oxadiazol-3-yl)phenyl]piperazin-1-ylmethanone with 4-propyl-phenylsulphonyl chloride and subsequent hydrogenation gives the compound 3-[4-(4-propylphenylsulphonyl)piperazine-1-carbonyl]benzamidine, acetate, FAB 415. Reactants: ClC1=C(C(=CC=C1)Cl)C(C#N)(C)C (2-(2,6-Dichlorophenyl)-2-methylpropanenitrile), BrC1=CC(=C(N)C=C1)F (4-bromo-2-fluoroaniline), C[Al](C)C (Trimethylaluminum), C1(=CC=CC=C1)C (toluene). Run in CC=1C=CC=CC1C (o-xylene). Conditions: temperature 100 celsius. The product is BrC1=CC(=C(C=C1)NC(C(C)(C)C1=C(C=CC=C1Cl)Cl)=N)F (N-(4-bromo-2-fluorophenyl)-2-(2,6-dichlorophenyl)-2-methylpropanimidamide). The yield is 46.6%. As a reaction SMILES: [Cl:1][C:2]1[CH:7]=[CH:6][CH:5]=[C:4]([Cl:8])[C:3]=1[C:9]([CH3:13])([CH3:12])[C:10]#[N:11].[Br:14][C:15]1[CH:21]=[CH:20][C:18]([NH2:19])=[C:17]([F:22])[CH:16]=1.C[Al](C)C.C1(C)C=CC=CC=1>CC1C=CC=CC=1C>[Br:14][C:15]1[CH:21]=[CH:20][C:18]([NH:19][C:10](=[NH:11])[C:9]([C:3]2[C:2]([Cl:1])=[CH:7][CH:6]=[CH:5][C:4]=2[Cl:8])([CH3:13])[CH3:12])=[C:17]([F:22])[CH:16]=1. Procedure: 2-(2,6-Dichlorophenyl)-2-methylpropanenitrile (20 g, 93 mmol) and 4-bromo-2-fluoroaniline (28.4 g, 149 mmol) were dissolved in anhydrous o-xylene (200 mL) and heated to 100° C. under N2. Trimethylaluminum (2 M) in toluene (140 mL, 280 mmol) was added drop-wise (˜0.9 mL per minute) over 2.5 hours while the reaction mixture was stirred at 100° C. After addition, the reaction mixture was stirred at 100° C. for 30 minutes, and then cooled to −5° C. The reaction mixture was very carefully quenched wi... The reactants are C(C)(=O)C1=CC=2CC3=CC=CC=C3C2C=C1 (2-acetylfluorene), Cl.N1=CC=C(C=C1)CCl (4-picolylchloride hydrochloride), [OH-].[Na+] (sodium hydroxide). Reagents/catalysts: [Cl-].C(C1=CC=CC=C1)[N+](CC)(CC)CC (benzyltriethylammonium chloride). Solvent: C1=CC=CC=C1 (benzene). The product is Cl.Cl.N1=CC=C(C=C1)CC1(C2=CC=CC=C2C=2C=CC(=CC12)C(C)=O)CC1=CC=NC=C1 (9,9-Bis(4-pyridinylmethyl)-2-acetylfluorene dihydrochloride). Reaction SMILES: [C:1]([C:4]1[CH:16]=[CH:15][C:14]2[C:13]3[C:8](=[CH:9][CH:10]=[CH:11][CH:12]=3)[CH2:7][C:6]=2[CH:5]=1)(=[O:3])[CH3:2].[ClH:17].[N:18]1[CH:23]=[CH:22][C:21]([CH2:24][Cl:25])=[CH:20][CH:19]=1.[OH-].[Na+]>[Cl-].C([N+](CC)(CC)CC)C1C=CC=CC=1.C1C=CC=CC=1>[ClH:25].[ClH:17].[N:18]1[CH:23]=[CH:22][C:21]([CH2:24][C:7]2([CH2:24][C:21]3[CH:22]=[CH:23][N:18]=[CH:19][CH:20]=3)[C:6]3[CH:5]=[C:4]([C:1](=[O:3])[CH3:2])[CH:16]=[CH:15][C:14]=3[C:13]3[C:8]2=[CH:9][CH:10]=[CH:11][CH:12]=3)=[CH:20][CH:19]=1 |f:1.2,3.4,5.6,8.9.10|. Procedure details: The title compound was prepared following the procedure of Example 1 from 5.0 g (24 mmole) of 2-acetylfluorene, 10 g of 4-picolylchloride hydrochloride, 120 ml benzene, 200 mg of benzyltriethylammonium chloride, and 20 ml of 50% sodium hydroxide by reaction solution at 20° for 17 hrs. The title compound was obtained after an acid-base wash and crystallization from benzene-hexane (Magnesol®), m.p., >300°. NMR (CDCl3, 200 MHz) δ: 2.68(S,3H), 3.46(S,4H), 6.44(d,J=5.9 Hz,4H), 7.29-7.87(m,6H), 8.05(d...